This data is from the Open Reaction Database (ORD), a public repository of structured organic reaction records. The task is: describe an organic reaction: reactants, conditions, products, and yield The reactants are [Cr](=O)(=O)([O-])Cl.[NH+]1=CC=CC=C1 (pyridinium chlorochromate), C(C)OC(CCCCC(CC1=CC=C(C=C1)C(=O)OCC)CO)=O (7-(4-ethoxycarbonylphenyl)-6-hydroxymethylheptanoic acid ethyl ester), [Cr](=O)(=O)([O-])Cl.[NH+]1=CC=CC=C1 (pyridinium chlorochromate). Run in C(Cl)Cl (methylene chloride), C(Cl)Cl (methylene chloride), C(Cl)Cl (methylene chloride). Reaction conditions: time 1 hour. Yields the product C(C)OC(CCCCC(CC1=CC=C(C=C1)C(=O)OCC)C=O)=O (7-(4-Ethoxycarbonylphenyl)-6-formyl-heptanoic acid ethyl ester). Isolated yield 76.8%. As a reaction SMILES: [CH2:1]([O:3][C:4](=[O:24])[CH2:5][CH2:6][CH2:7][CH2:8][CH:9]([CH2:22][OH:23])[CH2:10][C:11]1[CH:16]=[CH:15][C:14]([C:17]([O:19][CH2:20][CH3:21])=[O:18])=[CH:13][CH:12]=1)[CH3:2].[Cr](Cl)([O-])(=O)=O.[NH+]1C=CC=CC=1>C(Cl)Cl>[CH2:1]([O:3][C:4](=[O:24])[CH2:5][CH2:6][CH2:7][CH2:8][CH:9]([CH:22]=[O:23])[CH2:10][C:11]1[CH:12]=[CH:13][C:14]([C:17]([O:19][CH2:20][CH3:21])=[O:18])=[CH:15][CH:16]=1)[CH3:2] |f:1.2|. Procedure details: 10 g (30 mmol) of 7-(4-ethoxycarbonylphenyl)-6-hydroxymethylheptanoic acid ethyl ester are dissolved in 100 ml of methylene chloride of analytical purity and methylene chloride containing 6.45 g (30 mmol) of pyridinium chlorochromate is added under cooling with tapwater. After stirring for 2 hours at room temperature 3.25 g (15 mmol) of pyridinium chlorochromate are once again added and the mixture is stirred for 1 hour. The reaction mixture (including the oily residue) is applied to a chromatog...